This data is from the Open Reaction Database (ORD), a public repository of structured organic reaction records. The task is: describe an organic reaction: reactants, conditions, products, and yield Reactants: O[C@@H](CNC(=O)C=1SC(=CC1)Cl)CNC1=CC=C(C=C1)N1C(COCC1)=O (N-{(R)-2-Hydroxy-3-[4-(3-oxomorpholin-4-yl)phenylamino]propyl}-5-chloro-thiophene-2-carboxamide), CN1C(CCC1)=O (1-methyl-2-pyrrolidone), C1=CN(C=N1)C(=O)N2C=CN=C2 (N,N-carbonyldiimidazole). Solvent: C1(=CC=CC=C1)C (toluene). Run at temperature 81.5 celsius. Product: ClC1=CC=C(S1)C(=O)NC[C@H]1CN(C(O1)=O)C1=CC=C(C=C1)N1C(COCC1)=O (5-Chloro-N-({(5S)-2-oxo-3-[4-(3-oxo-4-morpholinyl)phenyl]-1,3-oxazolidin-5-yl}methyl)-2-thiophenecarboxamide). RXN SMILES: [OH:1][C@H:2]([CH2:13][NH:14][C:15]1[CH:20]=[CH:19][C:18]([N:21]2[CH2:26][CH2:25][O:24][CH2:23][C:22]2=[O:27])=[CH:17][CH:16]=1)[CH2:3][NH:4][C:5]([C:7]1[S:8][C:9]([Cl:12])=[CH:10][CH:11]=1)=[O:6].CN1CCC[C:30]1=[O:34].C1N=CN(C(N2C=NC=C2)=O)C=1>C1(C)C=CC=CC=1>[Cl:12][C:9]1[S:8][C:7]([C:5]([NH:4][CH2:3][C@@H:2]2[O:1][C:30](=[O:34])[N:14]([C:15]3[CH:16]=[CH:17][C:18]([N:21]4[CH2:26][CH2:25][O:24][CH2:23][C:22]4=[O:27])=[CH:19][CH:20]=3)[CH2:13]2)=[O:6])=[CH:11][CH:10]=1. Procedure: 25 g of N-{(R)-2-hydroxy-3-[4-(3-oxomorpholin-4-yl)phenylamino]propyl}-5-chlorothiophene-2-carboxamide (X) are suspended at from 20 to 25° C. in 250 ml of toluene and admixed with 37.5 ml of 1-methyl-2-pyrrolidone and 11.9 g of N,N-carbonyldiimidazole. The reaction mixture is heated to from 80 to 83° C. for 20 minutes and subsequently heated to 115° C. for one hour. After cooling to 20° C., the precipitated reaction product is filtered off with suction, washed twice with 25 ml each time of water... Yields the product Cl.Cl.NC=1C(=NN(C1)CC1=CC=CC=C1)NCC1=CC=CC=C1 (4-amino-1-benzyl-3-benzylaminopyrazol dihydrochloride). Reaction conditions: time 17 hour. Reactants: C(C1=CC=CC=C1)N1N=C(C(=C1)[N+](=O)[O-])NCC1=CC=CC=C1 (1-benzyl-3-benzylamino-4-nitropyrazol), Cl (hydrochloric acid), Cl (hydrogen chloride). As a reaction SMILES: [CH2:1]([N:8]1[CH:12]=[C:11]([N+:13]([O-])=O)[C:10]([NH:16][CH2:17][C:18]2[CH:23]=[CH:22][CH:21]=[CH:20][CH:19]=2)=[N:9]1)[C:2]1[CH:7]=[CH:6][CH:5]=[CH:4][CH:3]=1.[ClH:24]>[Pd]>[ClH:24].[ClH:24].[NH2:13][C:11]1[C:10]([NH:16][CH2:17][C:18]2[CH:23]=[CH:22][CH:21]=[CH:20][CH:19]=2)=[N:9][N:8]([CH2:1][C:2]2[CH:7]=[CH:6][CH:5]=[CH:4][CH:3]=2)[CH:12]=1 |f:3.4.5|. Reported procedure: 500 mg (1.62 mmoles) of 1-benzyl-3-benzylamino-4-nitropyrazol (Example 1, Step I, Fraction 1) are hydrated in 20 ml 5-normal methanolic hydrochloric acid with catalytic quantities of palladium/carbon at room temperature and 50 bar. After 17 hours, the hydration is concluded and hydrogen chloride gas is guided through the solution for 5 minutes. The solution is reduced in the rotary evaporator in a vacuum to half of the original volume and then mixed with acetic acid until a colorless precipitate... Reagents/catalysts: [Pd] (palladium/carbon). Reactants: C1(CC1)C=1C=CC(=NC1OCC1CC1)C(=O)O (5-cyclopropyl-6-cyclopropylmethyloxy-pyridine-2-carboxylic acid), Cl.NC(C(=O)OCC)(CC)CC (ethyl 2-amino-2-ethylbutanoate hydrochloride). Yields the product C(C)OC(C(CC)(CC)NC(=O)C1=NC(=C(C=C1)C1CC1)OCC1CC1)=O (2-[(5-Cyclopropyl-6-cyclopropylmethoxy-pyridine-2-carbonyl)-amino]-2-ethyl-butyric acid ethyl ester). As a reaction SMILES: [CH:1]1([C:4]2[CH:5]=[CH:6][C:7]([C:15]([OH:17])=O)=[N:8][C:9]=2[O:10][CH2:11][CH:12]2[CH2:14][CH2:13]2)[CH2:3][CH2:2]1.Cl.[NH2:19][C:20]([CH2:28][CH3:29])([CH2:26][CH3:27])[C:21]([O:23][CH2:24][CH3:25])=[O:22]>>[CH2:24]([O:23][C:21](=[O:22])[C:20]([NH:19][C:15]([C:7]1[CH:6]=[CH:5][C:4]([CH:1]2[CH2:2][CH2:3]2)=[C:9]([O:10][CH2:11][CH:12]2[CH2:13][CH2:14]2)[N:8]=1)=[O:17])([CH2:28][CH3:29])[CH2:26][CH3:27])[CH3:25] |f:1.2|. Procedure details: The title compound was synthesized in analogy to Example 1, using 5-cyclopropyl-6-cyclopropylmethyloxy-pyridine-2-carboxylic acid (Example 42 a) and ethyl 2-amino-2-ethylbutanoate hydrochloride (CAN 1135219-29-2) as starting materials. MS (EI): m/e=375.0 [M+H]+. The solvent is C(Cl)Cl (CH2Cl2). Reactants: B(Br)(Br)Br (BBr3), COC=1C=C(CC2N(CCC2)CCCCCCN2C(CCC2)CC2=CC(=C(C=C2)OC)OC)C=CC1OC (1,6-bis[2-(3,4-dimethoxybenzyl)pyrrolidin-1-yl]hexane), CO (CH3OH). Product: OC=1C=C(CC2N(CCC2)CCCCCCN2C(CCC2)CC2=CC(=C(C=C2)O)O)C=CC1O (1,6-bis-[2-(3,4-dihydroxybenzyl)pyrrolidin-1-yl]hexane). RXN SMILES: C[O:2][C:3]1[CH:4]=[C:5]([CH:34]=[CH:35][C:36]=1[O:37]C)[CH2:6][CH:7]1[CH2:11][CH2:10][CH2:9][N:8]1[CH2:12][CH2:13][CH2:14][CH2:15][CH2:16][CH2:17][N:18]1[CH2:22][CH2:21][CH2:20][CH:19]1[CH2:23][C:24]1[CH:29]=[CH:28][C:27]([O:30]C)=[C:26]([O:32]C)[CH:25]=1.B(Br)(Br)Br.CO>C(Cl)Cl>[OH:32][C:26]1[CH:25]=[C:24]([CH:29]=[CH:28][C:27]=1[OH:30])[CH2:23][CH:19]1[CH2:20][CH2:21][CH2:22][N:18]1[CH2:17][CH2:16][CH2:15][CH2:14][CH2:13][CH2:12][N:8]1[CH2:9][CH2:10][CH2:11][CH:7]1[CH2:6][C:5]1[CH:34]=[CH:35][C:36]([OH:37])=[C:3]([OH:2])[CH:4]=1. Procedure details: 1,6-bis[2-(3,4-dimethoxybenzyl)pyrrolidin-1-yl]hexane was dissolved in dry CH2Cl2 and cooled to -70° C. under inert atmosphere. BBr3 was added. The mixture was warmed to room temperature and CH3OH was added. The solvent was removed in vacuo to give 1,6-bis-[2-(3,4-dihydroxybenzyl)pyrrolidin-1-yl]hexane. Reaction conditions: temperature -70 celsius.